This data is from the Open Reaction Database (ORD), a public repository of structured organic reaction records. The task is: describe an organic reaction: reactants, conditions, products, and yield Starting materials: CS(=O)(=O)C1=CC=C(OCC2=NC=C(C=C2)C2CCN(CC2)C(=O)OC(C)(C)C)C=C1 (tert-Butyl 4-[2-(4-methanesufonylphenoxymethyl)-pyridin-5-yl]piperidine-1-carboxylate), CC(CC(=O)Cl)(C)C (3,3-dimethylbutyryl chloride). The product is CS(=O)(=O)C1=CC=C(OCC2=NC=C(C=C2)C2CCN(CC2)C(CC(C)(C)C)=O)C=C1 (1-[4-[2-(4-Methanesulfonylphenoxymethyl)pyridin-5-yl]piperidin-1-yl]-3,3-dimethylbutan-1-one), Example 41. The yield is 94.0%. As a reaction SMILES: [CH3:1][S:2]([C:5]1[CH:31]=[CH:30][C:8]([O:9][CH2:10][C:11]2[CH:16]=[CH:15][C:14]([CH:17]3[CH2:22][CH2:21][N:20]([C:23](OC(C)(C)C)=[O:24])[CH2:19][CH2:18]3)=[CH:13][N:12]=2)=[CH:7][CH:6]=1)(=[O:4])=[O:3].[CH3:32][C:33]([CH3:39])([CH3:38])[CH2:34]C(Cl)=O>>[CH3:1][S:2]([C:5]1[CH:6]=[CH:7][C:8]([O:9][CH2:10][C:11]2[CH:16]=[CH:15][C:14]([CH:17]3[CH2:22][CH2:21][N:20]([C:23](=[O:24])[CH2:32][C:33]([CH3:39])([CH3:38])[CH3:34])[CH2:19][CH2:18]3)=[CH:13][N:12]=2)=[CH:30][CH:31]=1)(=[O:3])=[O:4]. Procedure: The title compound was prepared from tert-butyl 4-[2-(4-methanesulfonylphenoxymethyl)pyridin-5-yl]piperidine-1-carboxylate (Example 1) (30 mg, 0.067 mmol) and 3,3-dimethylbutyryl chloride (14 μL, 0.1 mmol) following a procedure analogous to that in Example 41 as a white crystal (28 mg, yield 94%). Reactants: CC(=O)O[BH-](OC(C)=O)OC(C)=O, CCOC(C)=O, O=C1CN(C(c2ccccc2)c2ccccc2)C1, ClCCl, Cl, C1CNC1, [Na+], [Na+], [Na+], O=C([O-])[O-], O. The product is c1ccc(C(c2ccccc2)N2CC(N3CCC3)C2)cc1. RXN SMILES: [C:24]([O:25][BH-:26]([O:27][C:28](=[O:29])[CH3:30])[O:31][C:32](=[O:33])[CH3:34])(=[O:35])[CH3:36].[CH3:47][CH2:48][O:49][C:50](=[O:51])[CH3:52].[CH:6]([c:7]1[cH:8][cH:9][cH:10][cH:11][cH:12]1)([c:13]1[cH:14][cH:15][cH:16][cH:17][cH:18]1)[N:19]1[CH2:20][C:21](=[O:23])[CH2:22]1.[Cl:44][CH2:45][Cl:46].[ClH:1].[NH:2]1[CH2:3][CH2:4][CH2:5]1.[Na+:37].[Na+:38].[Na+:39].[O-:40][C:41](=[O:42])[O-:43].[OH2:53]>>[N:2]1([CH:21]2[CH2:20][N:19]([CH:6]([c:7]3[cH:8][cH:9][cH:10][cH:11][cH:12]3)[c:13]3[cH:14][cH:15][cH:16][cH:17][cH:18]3)[CH2:22]2)[CH2:3][CH2:4][CH2:5]1. Starting materials: CC=CCBr, CCOCC, [H-], [H][H], [Na+], O, CC1NC(=O)N(c2ccc(C=NO)cc2)C1=O. Product: CC=CCON=Cc1ccc(N2C(=O)NC(C)C2=O)cc1. Reaction SMILES: [CH2:22]([CH:23]=[CH:24][CH3:25])[Br:26].[CH3:27][CH2:28][O:29][CH2:30][CH3:31].[H-:18].[H:20][H:21].[Na+:19].[OH2:32].[OH:1][N:2]=[CH:3][c:4]1[cH:5][cH:6][c:7]([N:10]2[C:11](=[O:17])[NH:12][CH:13]([CH3:16])[C:14]2=[O:15])[cH:8][cH:9]1>>[O:1]([N:2]=[CH:3][c:4]1[cH:5][cH:6][c:7]([N:10]2[C:11](=[O:17])[NH:12][CH:13]([CH3:16])[C:14]2=[O:15])[cH:8][cH:9]1)[CH2:22][CH:23]=[CH:24][CH3:25].